The task is: describe an organic reaction: reactants, conditions, products, and yield. This data is from the Open Reaction Database (ORD), a public repository of structured organic reaction records. The reactants are ClC=1C(=C(C(=C(C1OC)OCCC(C)C1=CC=C(C=C1)F)O)C(C)=O)C (1-{3-Chloro-5-[3-(4-fluoro-phenyl)-butoxy]-6-hydroxy-4-methoxy-2-methyl-phenyl}-ethanone), BrCCBr (1,2-dibromoethane). Yields the product BrCCOC1=C(C(=C(C(=C1OCCC(C)C1=CC=C(C=C1)F)OC)Cl)C)C(C)=O (1-{2-(2-Bromo-ethoxy)-5-chloro-3-[3-(4-fluoro-phenyl)-butoxy]-4-methoxy-6-methyl-phenyl}-ethanone). Procedure: Example 7c (511 mg, 1.34 mmol) was reacted with 1,2-dibromoethane (20.0 eq.) as described under General Procedure F to afford the title compound (641 mg, quantitative yield) as a light brown oil. 1H NMR (300 MHz, CDCl3) δ 7.20-7.15 (m, 2H), 7.01-6.96 (m, 2H), 4.26 (t, J=6.2 Hz, 2H), 3.96 (t, J=6.6 Hz, 2H), 3.84 (s, 3H), 3.49 (t, J=6.2 Hz, 2H), 2.99 (m, 1H), 2.50 (s, 3H), 2.19 (s, 3H), 2.07-2.01 (m, 2H), 1.30 (d, J=6.9 Hz, 3H). MS (ES+) m/z 487.3 (M+H+). Reaction SMILES: [Cl:1][C:2]1[C:3]([CH3:26])=[C:4]([C:23](=[O:25])[CH3:24])[C:5]([OH:22])=[C:6]([O:10][CH2:11][CH2:12][CH:13]([C:15]2[CH:20]=[CH:19][C:18]([F:21])=[CH:17][CH:16]=2)[CH3:14])[C:7]=1[O:8][CH3:9].[Br:27][CH2:28][CH2:29]Br>>[Br:27][CH2:28][CH2:29][O:22][C:5]1[C:6]([O:10][CH2:11][CH2:12][CH:13]([C:15]2[CH:20]=[CH:19][C:18]([F:21])=[CH:17][CH:16]=2)[CH3:14])=[C:7]([O:8][CH3:9])[C:2]([Cl:1])=[C:3]([CH3:26])[C:4]=1[C:23](=[O:25])[CH3:24]. Reactants: C(C1=CC=CC=C1)OC=1C(=NC(=NC1C)N1C(=CC=C1C)C)C (5-(Benzyloxy)-2-(2,5-dimethyl-1H-pyrrol-1-yl)-4,6-dimethylpyrimidine), BrCCCCCCCCCCCCCCC (1-bromopentadecane), solution, [Li]CCCC (n-BuLi). The solvent is C1CCOC1 (THF), CCCCC (pentane). Reaction conditions: temperature 23 celsius, time 30 minute. Yields the product C(C1=CC=CC=C1)OC=1C(=NC(=NC1C)N1C(=CC=C1C)C)CCCCCCCCCCCCCCCC (5-(benzyloxy)-2-(2,5-dimethyl-1H-pyrrol-1-yl)-4-hexadecyl-6-methylpyrimidine). Reaction SMILES: [CH2:1]([O:8][C:9]1[C:10]([CH3:23])=[N:11][C:12]([N:16]2[C:20]([CH3:21])=[CH:19][CH:18]=[C:17]2[CH3:22])=[N:13][C:14]=1[CH3:15])[C:2]1[CH:7]=[CH:6][CH:5]=[CH:4][CH:3]=1.Br[CH2:25][CH2:26][CH2:27][CH2:28][CH2:29][CH2:30][CH2:31][CH2:32][CH2:33][CH2:34][CH2:35][CH2:36][CH2:37][CH2:38][CH3:39].[Li]CCCC>C1COCC1.CCCCC>[CH2:1]([O:8][C:9]1[C:14]([CH2:15][CH2:39][CH2:38][CH2:37][CH2:36][CH2:35][CH2:34][CH2:33][CH2:32][CH2:31][CH2:30][CH2:29][CH2:28][CH2:27][CH2:26][CH3:25])=[N:13][C:12]([N:16]2[C:20]([CH3:21])=[CH:19][CH:18]=[C:17]2[CH3:22])=[N:11][C:10]=1[CH3:23])[C:2]1[CH:7]=[CH:6][CH:5]=[CH:4][CH:3]=1. Procedure: To a stirred solution at −78° C. containing 1.00 g (3.25 mmol) of 5-(Benzyloxy)-2-(2,5-dimethyl-1H-pyrrol-1-yl)-4,6-dimethylpyrimidine and 630 μL (2.16 mmol) of 1-bromopentadecane in 20 mL of anhydrous THF were added 2.70 mL (4.32 mmol) of a 1.60 M solution of n-BuLi in pentane. The reaction mixture was stirred at 23° C. for 30 min. The reaction was quenched with saturated aqueous ammonium chloride and then poured into 70 mL of water. The mixture was then extracted with two 70-mL portions of die... Starting materials: OC1=C(C=C(C=C1)CCC(=O)OCC)C1=C(C=CC(=C1)CCC(=O)OCC)O (2,2'-dihydroxy-5,5'-bis (2-ethoxycarbonylethyl) biphenyl), C(CC(C)C)Br (isopentyl bromide), C([O-])([O-])=O.[K+].[K+] (potassium carbonate). Reagents/catalysts: [Cu] (copper). Solvent: CN(C)C=O (DMF). The product is C(CC(C)C)OC1=C(C=C(C=C1)CCC(=O)OCC)C1=C(C=CC(=C1)CCC(=O)OCC)O (2-isopentyloxy-2'-hydroxy-5,5'-bis (2-ethoxycarbonylethyl) biphenyl). Isolated yield 88.0%. RXN SMILES: [OH:1][C:2]1[CH:7]=[CH:6][C:5]([CH2:8][CH2:9][C:10]([O:12][CH2:13][CH3:14])=[O:11])=[CH:4][C:3]=1[C:15]1[CH:20]=[C:19]([CH2:21][CH2:22][C:23]([O:25][CH2:26][CH3:27])=[O:24])[CH:18]=[CH:17][C:16]=1[OH:28].[CH2:29](Br)[CH2:30][CH:31]([CH3:33])[CH3:32].C(=O)([O-])[O-].[K+].[K+]>[Cu].CN(C=O)C>[CH2:29]([O:1][C:2]1[CH:7]=[CH:6][C:5]([CH2:8][CH2:9][C:10]([O:12][CH2:13][CH3:14])=[O:11])=[CH:4][C:3]=1[C:15]1[CH:20]=[C:19]([CH2:21][CH2:22][C:23]([O:25][CH2:26][CH3:27])=[O:24])[CH:18]=[CH:17][C:16]=1[OH:28])[CH2:30][CH:31]([CH3:33])[CH3:32] |f:2.3.4|. Reported procedure: To 5 ml of a DMF solution containing 200 mg (0.5181 mmol) of 2,2'-dihydroxy-5,5'-bis (2-ethoxycarbonylethyl) biphenyl and 646.5 μl (5.181 mmol) of isopentyl bromide, there were added 85.8 mg (0.6217 mmol) of anhydrous potassium carbonate and a small amount of copper powder and the resulting mixture was agitated overnight at room temperature. The reaction mixture was filtered by suction through Celite to remove the solid matter and the filtrate was washed with ethyl acetate. After the solvent in ... The reactants are [I-] (iodide), trans-N,N′-dimethyl-1,2-cyclohexyldiamine, COC1=CC=C(C=C1)C=1N=CNC1 (4-(4-methoxy-phenyl)-1H-imidazole), IC1=CC=C(C=C1)OC (1-iodo-4-methoxy-benzene), C([O-])([O-])=O.[Cs+].[Cs+] (cesium carbonate). Solvent: CN(C)C=O (DMF), O (Water). Run at temperature 120 celsius, time 48 hour. Product: COC1=CC=C(C=C1)N1C=NC(=C1)C1=CC=C(C=C1)OC (1,4-bis-(4-methoxy-phenyl)-1H-imidazole). Yield: 56.5%. RXN SMILES: [I-].[CH3:2][O:3][C:4]1[CH:9]=[CH:8][C:7]([C:10]2[N:11]=[CH:12][NH:13][CH:14]=2)=[CH:6][CH:5]=1.I[C:16]1[CH:21]=[CH:20][C:19]([O:22][CH3:23])=[CH:18][CH:17]=1.C(=O)([O-])[O-].[Cs+].[Cs+]>CN(C=O)C.O>[CH3:23][O:22][C:19]1[CH:20]=[CH:21][C:16]([N:13]2[CH:14]=[C:10]([C:7]3[CH:8]=[CH:9][C:4]([O:3][CH3:2])=[CH:5][CH:6]=3)[N:11]=[CH:12]2)=[CH:17][CH:18]=1 |f:3.4.5|. Procedure details: 10 mg cupper (I) iodide, 20 mg trans-N,N′-dimethyl-1,2-cyclohexyldiamine was added to 1.1 g 4-(4-methoxy-phenyl)-1H-imidazole, 1.5 g 1-iodo-4-methoxy-benzene and 1.95 g cesium carbonate in 5 mL DMF under argon. The reaction was stirred 48 h at 120° C. in a closed microwave bottle under argon. Water was added and the reaction was extracted with ethyl acetate. The organic layer was dried and evaporated. The residue was purified by chromatography on Alox (50 kg, Merck (Darmstadt), Bestell-Nr. 1.010... RXN SMILES: [CH3:29][OH:30].[OH2:28].[c:1]1([CH2:7][S:8](=[O:9])(=[O:10])[n:11]2[cH:12][c:13]([CH:16]=[CH:17][C:18](=[O:19])[NH:20][O:21][CH:22]3[CH2:23][CH2:24][CH2:25][CH2:26][O:27]3)[cH:14][cH:15]2)[cH:2][cH:3][cH:4][cH:5][cH:6]1>>[c:1]1([CH2:7][S:8](=[O:9])(=[O:10])[n:11]2[cH:12][c:13]([CH:16]=[CH:17][C:18](=[O:19])[NH:20][OH:21])[cH:14][cH:15]2)[cH:2][cH:3][cH:4][cH:5][cH:6]1. Product: O=C(C=Cc1ccn(S(=O)(=O)Cc2ccccc2)c1)NO. Starting materials: CO, O, O=C(C=Cc1ccn(S(=O)(=O)Cc2ccccc2)c1)NOC1CCCCO1. Starting materials: CC1=CC=C(C=C)C=C1 (4-methylstyrene), Cl[SiH](Cl)Cl (trichlorosilane). The reagents and catalysts are C1([P]([Pd][P](C2=CC=CC=C2)(C3=CC=CC=C3)C4=CC=CC=C4)(C5=CC=CC=C5)C6=CC=CC=C6)=CC=CC=C1 (Bis(triphenylphosphine)palladium). Reaction conditions: temperature 70 celsius, time 2 hour. Yields the product C1(=CC=C(C=C1)C(C)[Si](Cl)(Cl)Cl)C ((1-p-tolyl-ethyl)trichlorosilane). Isolated yield 72.8%. As a reaction SMILES: [CH3:1][C:2]1[CH:9]=[CH:8][C:5]([CH:6]=[CH2:7])=[CH:4][CH:3]=1.[Cl:10][SiH:11]([Cl:13])[Cl:12]>C1(C=CC=CC=1)[P](C1C=CC=CC=1)(C1C=CC=CC=1)[Pd][P](C1C=CC=CC=1)(C1C=CC=CC=1)C1C=CC=CC=1>[C:2]1([CH3:1])[CH:9]=[CH:8][C:5]([CH:6]([Si:11]([Cl:13])([Cl:12])[Cl:10])[CH3:7])=[CH:4][CH:3]=1 |^1:19,33|. Procedure details: Into a 3 liter round-bottom flask fitted with a reflux condenser, addition funnel and magnetic stir bar, was charged 4-methylstyrene (900 g, 7.6 mols) and Bis(triphenylphosphine)palladium (II) dichloride (1.8 g, 0.2% wt). The reaction mixture was heated to 70° C. and then trichlorosilane (1031 g, 7.6 mols) was added dropwise to the reaction mixture. During the addition, the reaction mixture was maintained between 80 to 100° C. After the addition was finished, the reaction mixture was kept at 70°... Reactants: COP(OC)(=O)CC(C(CC#CC)C)=O (3-methyl-2-oxohept-5-ynephosphonic acid dimethyl ester), [H-].[Na+] (sodium hydride), C1OC2(C[C@H]3C[C@H]([C@@H]([C@H]3C2)C=O)OC(C2=CC=CC=C2)=O)OC1 ((1R,5S,6R,7R)-3,3-ethylenedioxy-7-benzoyloxy-6-formylbicyclo[3.3.0]octane), [Cl-].[NH4+] (ammonium chloride), BrN1C(CCC1=O)=O (N-bromosuccinimide). The solvent is C(OC)COC (dimethoxyethane), C(OC)COC (dimethoxyethane), C(OC)COC (dimethoxyethane). Reaction conditions: temperature 0 celsius, time 1 hour. The product is C1OC2(C[C@H]3C[C@H]([C@@H]([C@H]3C2)C=C(C(C(CC#CC)C)=O)Br)OC(C2=CC=CC=C2)=O)OC1 ((1R,5S,6S,7R)-3,3-Ethylenedioxy-7-benzoyloxy-6-[(4RS)-2-bromo-4-methyl-3-oxooct-1-en-6-ynyl]bicyclo[3.3.0]octane). As a reaction SMILES: COP([CH2:7][C:8](=[O:15])[CH:9]([CH3:14])[CH2:10][C:11]#[C:12][CH3:13])(=O)OC.[H-].[Na+].[Br:18]N1C(=O)CCC1=O.[CH2:26]1[CH2:48][O:47][C:28]2([CH2:35][C@H:34]3[C@H:30]([CH2:31][C@@H:32]([O:38][C:39](=[O:46])[C:40]4[CH:45]=[CH:44][CH:43]=[CH:42][CH:41]=4)[C@@H:33]3[CH:36]=O)[CH2:29]2)[O:27]1.[Cl-].[NH4+]>C(COC)OC>[CH2:26]1[CH2:48][O:47][C:28]2([CH2:35][C@H:34]3[C@H:30]([CH2:31][C@@H:32]([O:38][C:39](=[O:46])[C:40]4[CH:45]=[CH:44][CH:43]=[CH:42][CH:41]=4)[C@@H:33]3[CH:36]=[C:7]([Br:18])[C:8](=[O:15])[CH:9]([CH3:14])[CH2:10][C:11]#[C:12][CH3:13])[CH2:29]2)[O:27]1 |f:1.2,5.6|. Reported procedure: At 0° C., a solution of 10.5 g of 3-methyl-2-oxohept-5-ynephosphonic acid dimethyl ester in 70 ml of dimethoxyethane is added dropwise to a suspension of 1.81 g of sodium hydride in 180 ml of dimethoxyethane; the mixture is stirred for one hour at 0° C. and then 7.4 g of finely pulverized N-bromosuccinimide is added thereto. The mixture is agitated for 30 minutes at 0° C., combined with a solution of 11.4 g of (1R,5S,6R,7R)-3,3-ethylenedioxy-7-benzoyloxy-6-formylbicyclo[3.3.0]octane in 90 ml of ...